The task is: describe an organic reaction: reactants, conditions, products, and yield. This data is from the Open Reaction Database (ORD), a public repository of structured organic reaction records. Starting materials: CN1N=C2C(=NC=3C=CC=CC3C2=C1CC(C)C)N (2-methyl-1-(2-methylpropyl)-2H-pyrazolo[3,4-c]quinolin-4-amine), FC(C(=O)O)(F)F (trifluoroacetic acid). The reagents and catalysts are [Pt](=O)=O (platinum (IV) oxide). Solvent: C(Cl)(Cl)Cl (chloroform). Conditions: time 24 hour. The product is FC(C(=O)O)(F)F.CN1N=C2C(=NC=3CCCCC3C2=C1CC(C)C)N (2-methyl-1-(2-methylpropyl)-6,7,8,9-tetrahydro-2H-pyrazolo[3,4-c]quinolin-4-amine trifluoroacetate). Reaction SMILES: [CH3:1][N:2]1[C:14]([CH2:15][CH:16]([CH3:18])[CH3:17])=[C:13]2[C:4]([C:5]([NH2:19])=[N:6][C:7]3[CH:8]=[CH:9][CH:10]=[CH:11][C:12]=32)=[N:3]1.[F:20][C:21]([F:26])([F:25])[C:22]([OH:24])=[O:23]>C(Cl)(Cl)Cl.[Pt](=O)=O>[F:20][C:21]([F:26])([F:25])[C:22]([OH:24])=[O:23].[CH3:1][N:2]1[C:14]([CH2:15][CH:16]([CH3:17])[CH3:18])=[C:13]2[C:4]([C:5]([NH2:19])=[N:6][C:7]3[CH2:8][CH2:9][CH2:10][CH2:11][C:12]=32)=[N:3]1 |f:4.5|. Reported procedure: A solution of 2-methyl-1-(2-methylpropyl)-2H-pyrazolo[3,4-c]quinolin-4-amine (0.6 g, 2 mmol), prepared as described in Example 3, in trifluoroacetic acid (10 mL) was treated with platinum (IV) oxide (0.5 g) and shaken under hydrogen pressure (50 psi, 3.4×105 Pa) for 24 hours. The reaction mixture was diluted with chloroform (20 mL) and filtered through a layer of CELITE filter agent. The filtrate was concentrated under reduced pressure and dissolved in chloroform (50 mL). The solution was adjust... The reactants are C(CC)(=O)CC(=O)OC (methyl propionylacetate), Cl.C(C1=CC=CC=C1)ON (benzyloxyamine hydrochloride), C(C)(=O)[O-].[K+] (potassium acetate). Solvent: CO (methanol), O (water). Reaction conditions: time 15 hour. Product: C(C1=CC=CC=C1)ON=C(CC(=O)OC)CC (methyl 3-benzyloxyiminovalerate). Yield: 100.0%. As a reaction SMILES: [C:1]([CH2:5][C:6]([O:8][CH3:9])=[O:7])(=O)[CH2:2][CH3:3].Cl.[CH2:11]([O:18][NH2:19])[C:12]1[CH:17]=[CH:16][CH:15]=[CH:14][CH:13]=1.C([O-])(=O)C.[K+]>CO.O>[CH2:11]([O:18][N:19]=[C:1]([CH2:2][CH3:3])[CH2:5][C:6]([O:8][CH3:9])=[O:7])[C:12]1[CH:17]=[CH:16][CH:15]=[CH:14][CH:13]=1 |f:1.2,3.4|. Procedure details: To a solution of 26.03 g (0.2 mol) of methyl propionylacetate in 300 ml of methanol, 100 ml of water and 35.12 g (0.22 mol) of benzyloxyamine hydrochloride, 19.69 g (0.24 mol) of potassium acetate were added and the mixture was stirred for 15 hours at room temperature. After distilling methanol off under reduced pressure, followed by adding 200 ml of water and extracting three times with 200 ml of ethyl acetate, the mixture was washed with water and a saturated aqueous sodium chloride and then d... Starting materials: CN1CCNCC1 (1-methylpiperazine), C([O-])([O-])=O.[Cs+].[Cs+] (cesium carbonate), CN1CCNCC1 (1-Methylpiperazine), C([O-])([O-])=O.[Cs+].[Cs+] (cesium carbonate), C(C1=CC=CC=C1)OC1=C(C(=O)NC2=C(C(=O)OC(C)(C)C)C=CC(=C2)C2=CC=CC=C2)C=C(C=C1)Br (tert-butyl 2-(2-(benzyloxy)-5-bromobenzamido)-4-phenylbenzoate). Reagents/catalysts: C=1C=CC(=CC1)/C=C/C(=O)/C=C/C2=CC=CC=C2.C=1C=CC(=CC1)/C=C/C(=O)/C=C/C2=CC=CC=C2.C=1C=CC(=CC1)/C=C/C(=O)/C=C/C2=CC=CC=C2.[Pd].[Pd] (tris(dibenzylideneacetone)dipalladium(0)), C(C)(=O)[O-].[Pd+2].C(C)(=O)[O-] (palladium(II) acetate), C1(CCCCC1)P(C1=C(C=CC=C1)C1=C(C=C(C=C1C(C)C)C(C)C)C(C)C)C1CCCCC1 (2-dicyclohexylphosphino-2′,4′,6′-triisopropylbiphenyl), C=1C=CC(=CC1)/C=C/C(=O)/C=C/C2=CC=CC=C2.C=1C=CC(=CC1)/C=C/C(=O)/C=C/C2=CC=CC=C2.C=1C=CC(=CC1)/C=C/C(=O)/C=C/C2=CC=CC=C2.[Pd].[Pd] (tris(dibenzylideneacetone)dipalladium(0)), C(C)(=O)[O-].[Pd+2].C(C)(=O)[O-] (palladium(II) acetate), C1(CCCCC1)P(C1=C(C=CC=C1)C1=C(C=C(C=C1C(C)C)C(C)C)C(C)C)C1CCCCC1 (2-dicyclohexylphosphino-2′,4′,6′-triisopropylbiphenyl). Solvent: C1(=CC=CC=C1)C (toluene). Product: C(C1=CC=CC=C1)OC1=C(C(=O)NC2=C(C(=O)OC(C)(C)C)C=CC(=C2)C2=CC=CC=C2)C=C(C=C1)N1CCN(CC1)C (tert-butyl 2-(2-(benzyloxy)-5-(4-methylpiperazin-1-yl)benzamido)-4-phenylbenzoate). RXN SMILES: [CH3:1][N:2]1[CH2:7][CH2:6][NH:5][CH2:4][CH2:3]1.C(=O)([O-])[O-].[Cs+].[Cs+].[CH2:14]([O:21][C:22]1[CH:49]=[CH:48][C:47](Br)=[CH:46][C:23]=1[C:24]([NH:26][C:27]1[CH:39]=[C:38]([C:40]2[CH:45]=[CH:44][CH:43]=[CH:42][CH:41]=2)[CH:37]=[CH:36][C:28]=1[C:29]([O:31][C:32]([CH3:35])([CH3:34])[CH3:33])=[O:30])=[O:25])[C:15]1[CH:20]=[CH:19][CH:18]=[CH:17][CH:16]=1>C1C=CC(/C=C/C(/C=C/C2C=CC=CC=2)=O)=CC=1.C1C=CC(/C=C/C(/C=C/C2C=CC=CC=2)=O)=CC=1.C1C=CC(/C=C/C(/C=C/C2C=CC=CC=2)=O)=CC=1.[Pd].[Pd].C([O-])(=O)C.[Pd+2].C([O-])(=O)C.C1(P(C2CCCCC2)C2C=CC=CC=2C2C(C(C)C)=CC(C(C)C)=CC=2C(C)C)CCCCC1.C1(C)C=CC=CC=1>[CH2:14]([O:21][C:22]1[CH:49]=[CH:48][C:47]([N:5]2[CH2:6][CH2:7][N:2]([CH3:1])[CH2:3][CH2:4]2)=[CH:46][C:23]=1[C:24]([NH:26][C:27]1[CH:39]=[C:38]([C:40]2[CH:45]=[CH:44][CH:43]=[CH:42][CH:41]=2)[CH:37]=[CH:36][C:28]=1[C:29]([O:31][C:32]([CH3:35])([CH3:34])[CH3:33])=[O:30])=[O:25])[C:15]1[CH:20]=[CH:19][CH:18]=[CH:17][CH:16]=1 |f:1.2.3,5.6.7.8.9,10.11.12|. Reported procedure: 1-Methylpiperazine (0.089 mL), cesium carbonate (0.35 g), tris(dibenzylideneacetone)dipalladium(0) (4.9 mg), 2-dicyclohexylphosphino-2′,4′,6′-triisopropylbiphenyl (13 mg), and palladium(II) acetate (2.4 mg) were added to a toluene (4.5 mL) solution of tert-butyl 2-(2-(benzyloxy)-5-bromobenzamido)-4-phenylbenzoate (0.30 g), followed by heating to reflux under a nitrogen atmosphere for 3 hours. The reaction mixture was cooled to room temperature, and then 1-methylpiperazine (0.060 mL), cesium carb... The reactants are C(C)C1=C(C2=C(C=3C=4C=C(C=CC4NC13)OC)C(NC2=O)=O)C2=CC=CC=C2 (5-Ethyl-9-methoxy-4-phenylpyrrolo[3,4-c]carbazole-1,3(2H,6H)-dione), B(Br)(Br)Br (BBr3). The product is C(C)C1=C(C2=C(C=3C=4C=C(C=CC4NC13)O)C(NC2=O)=O)C2=CC=CC=C2 (5-Ethyl-9-hydroxy-4-phenylpyrrolo[3,4-c]carbazole-1,3(2H,6H)-dione). The yield is 97.0%. RXN SMILES: [CH2:1]([C:3]1[C:15]2[NH:14][C:13]3[CH:12]=[CH:11][C:10]([O:16]C)=[CH:9][C:8]=3[C:7]=2[C:6]2[C:18](=[O:22])[NH:19][C:20](=[O:21])[C:5]=2[C:4]=1[C:23]1[CH:28]=[CH:27][CH:26]=[CH:25][CH:24]=1)[CH3:2].B(Br)(Br)Br>>[CH2:1]([C:3]1[C:15]2[NH:14][C:13]3[CH:12]=[CH:11][C:10]([OH:16])=[CH:9][C:8]=3[C:7]=2[C:6]2[C:18](=[O:22])[NH:19][C:20](=[O:21])[C:5]=2[C:4]=1[C:23]1[CH:28]=[CH:27][CH:26]=[CH:25][CH:24]=1)[CH3:2]. Procedure: Demethylation of (825) prepared as described in example 423 with BBr3 using the procedure described in example 80 gave (826) (97%), mp 190–196° C. 1H NMR δ [(CD3)2SO] 11.63 (s, 1H), 10.81 (s, 1H), 9.21 (s, 1H), 8.31 (d, J=2.4 Hz, 1H), 7.48–7.40 (m, 4H), 7.31–7.29 (m, 2H), 7.06 (dd, J=8.7, 2.4 Hz, 1H), 2.74 (q, J=7.4 Hz, 2H), 1.06 (t, J=7.4 Hz, 3H). Found: C, 72.43; H, 4.54; N, 7.54. C22H16N2O3.1/2H2O requires: C, 72.32; H, 4.69; N, 7.67.